From a dataset of the Open Reaction Database (ORD), a public repository of structured organic reaction records. describe an organic reaction: reactants, conditions, products, and yield Starting materials: O=C1CN(Cc2c(F)ccc(F)c2Cl)c2cc(Br)cnc2N1, CCCO, CN1CCN(c2ccc(B3OC(C)(C)C(C)(C)O3)cn2)CC1, CC(=O)[O-], CC(=O)[O-], [Pd+2], c1ccc(P(c2ccccc2)c2ccccc2)cc1. RXN SMILES: [Br:1][c:2]1[cH:3][c:4]2[c:5]([n:21][cH:22]1)[NH:6][C:7](=[O:20])[CH2:8][N:9]2[CH2:10][c:11]1[c:12]([Cl:19])[c:13]([F:18])[cH:14][cH:15][c:16]1[F:17].[CH2:64]([OH:65])[CH2:66][CH3:67].[CH3:23][N:24]1[CH2:25][CH2:26][N:27]([c:30]2[n:31][cH:32][c:33]([B:36]3[O:37][C:38]([CH3:39])([CH3:40])[C:41]([CH3:42])([CH3:43])[O:44]3)[cH:34][cH:35]2)[CH2:28][CH2:29]1.[O-:69][C:70]([CH3:71])=[O:72].[O-:73][C:74]([CH3:75])=[O:76].[Pd+2:68].[c:45]1([P:46]([c:47]2[cH:48][cH:49][cH:50][cH:51][cH:52]2)[c:53]2[cH:54][cH:55][cH:56][cH:57][cH:58]2)[cH:59][cH:60][cH:61][cH:62][cH:63]1>>[c:2]1(-[c:33]2[cH:32][n:31][c:30]([N:27]3[CH2:26][CH2:25][N:24]([CH3:23])[CH2:29][CH2:28]3)[cH:35][cH:34]2)[cH:3][c:4]2[c:5]([n:21][cH:22]1)[NH:6][C:7](=[O:20])[CH2:8][N:9]2[CH2:10][c:11]1[c:12]([Cl:19])[c:13]([F:18])[cH:14][cH:15][c:16]1[F:17]. The product is CN1CCN(c2ccc(-c3cnc4c(c3)N(Cc3c(F)ccc(F)c3Cl)CC(=O)N4)cn2)CC1. Reactants: CC1(OC[C@H](O1)CN1N=C(C=C1)NC([C@H](CC(CC)C)N1C(C=C(C1)OC1=C(C=CC=C1)Cl)=O)=O)C ((S)-2-[4-(2-chloro-phenoxy)-2-oxo-2,5-dihydro-pyrrol-1-yl]-4-methyl-hexanoic acid [1-((R)-2,2-dimethyl-[1,3]dioxolan-4-ylmethyl)-1H-pyrazol-3-yl]-amide), Cl (hydrochloric acid). Solvent: O1CCCC1 (tetrahydrofuran). Run at time 2.5 hour. Yields the product O[C@H](CN1N=C(C=C1)NC([C@H](CC(CC)C)N1C(C=C(C1)OC1=C(C=CC=C1)Cl)=O)=O)CO ((S)-2-[4-(2-chloro-phenoxy)-2-oxo-2,5-dihydro-pyrrol-1-yl]-4-methyl-hexanoic acid [1-((R)-2,3-dihydroxy-propyl)-1H-pyrazol-3-yl]-amide). Isolated yield 85.4%. As a reaction SMILES: CC1(C)[O:6][C@H:5]([CH2:7][N:8]2[CH:12]=[CH:11][C:10]([NH:13][C:14](=[O:35])[C@@H:15]([N:21]3[CH2:25][C:24]([O:26][C:27]4[CH:32]=[CH:31][CH:30]=[CH:29][C:28]=4[Cl:33])=[CH:23][C:22]3=[O:34])[CH2:16][CH:17]([CH3:20])[CH2:18][CH3:19])=[N:9]2)[CH2:4][O:3]1.Cl>O1CCCC1>[OH:6][C@@H:5]([CH2:4][OH:3])[CH2:7][N:8]1[CH:12]=[CH:11][C:10]([NH:13][C:14](=[O:35])[C@@H:15]([N:21]2[CH2:25][C:24]([O:26][C:27]3[CH:32]=[CH:31][CH:30]=[CH:29][C:28]=3[Cl:33])=[CH:23][C:22]2=[O:34])[CH2:16][CH:17]([CH3:20])[CH2:18][CH3:19])=[N:9]1. Reported procedure: A solution of (S)-2-[4-(2-chloro-phenoxy)-2-oxo-2,5-dihydro-pyrrol-1-yl]-4-methyl-hexanoic acid [1-((R)-2,2-dimethyl-[1,3]dioxolan-4-ylmethyl)-1H-pyrazol-3-yl]-amide (360 mg, 0.7 mmol) in tetrahydrofuran (15 mL) was treated with 2N aqueous hydrochloric acid (7.5 mL) and stirred at room temperature for 2.5 h. At this time the mixture was partitioned between ethyl acetate and water. The layers were separated and the aqueous layer was extracted with ethyl acetate. The combined organic layers were w...